Dataset: the Open Reaction Database (ORD), a public repository of structured organic reaction records. Task: describe an organic reaction: reactants, conditions, products, and yield Reactants: C(C)(C)(C)OC(=O)N1CCN(CC1)C1=NC=C(C=C1)NC(=O)C=1N=C(OC1C(F)(F)F)C1=CC=CC=C1 (4-{5-[(2-phenyl-5-trifluoromethyl-oxazole-4-carbonyl)-amino]-pyridin-2-yl}-piperazine-1-carboxylic acid tert-butyl ester), C1(=CC=CC=C1)C=1OC(=C(N1)C(=O)NC1=CC=C(C=C1)N[C@@H]1CN(CC1)C(=O)C1C(CCC1)C(=O)O)C(F)(F)F (2-((S)-3-{4-[(2-phenyl-5-trifluoromethyl-oxazole-4-carbonyl)-amino]-phenylamino}-pyrrolidine-1-carbonyl)-cyclopentanecarboxylic acid). Product: C1(=CC=CC=C1)C=1OC(=C(N1)C(=O)NC1=CC=C(C=C1)N[C@@H]1CN(CC1)C(=O)[C@H]1[C@@H](CCC1)C(=O)O)C(F)(F)F ((1R,2R)-2-((S)-3-{4-[(2-phenyl-5-trifluoromethyl-oxazole-4-carbonyl)-amino]-phenylamino}-pyrrolidine-1-carbonyl)-cyclopentanecarboxylic acid). RXN SMILES: C(OC(N1CCN(C2C=CC(NC(C3N=C(C4C=CC=CC=4)OC=3C(F)(F)F)=O)=CN=2)CC1)=O)(C)(C)C.[C:38]1([C:44]2[O:45][C:46]([C:74]([F:77])([F:76])[F:75])=[C:47]([C:49]([NH:51][C:52]3[CH:57]=[CH:56][C:55]([NH:58][C@H:59]4[CH2:63][CH2:62][N:61]([C:64]([CH:66]5[CH2:70][CH2:69][CH2:68][CH:67]5[C:71]([OH:73])=[O:72])=[O:65])[CH2:60]4)=[CH:54][CH:53]=3)=[O:50])[N:48]=2)[CH:43]=[CH:42][CH:41]=[CH:40][CH:39]=1>>[C:38]1([C:44]2[O:45][C:46]([C:74]([F:76])([F:75])[F:77])=[C:47]([C:49]([NH:51][C:52]3[CH:57]=[CH:56][C:55]([NH:58][C@H:59]4[CH2:63][CH2:62][N:61]([C:64]([C@@H:66]5[CH2:70][CH2:69][CH2:68][C@H:67]5[C:71]([OH:73])=[O:72])=[O:65])[CH2:60]4)=[CH:54][CH:53]=3)=[O:50])[N:48]=2)[CH:39]=[CH:40][CH:41]=[CH:42][CH:43]=1. Procedure: With a method similar to that used for the preparation of 4-{5-[(2-phenyl-5-trifluoromethyl-oxazole-4-carbonyl)-amino]-pyridin-2-yl}-piperazine-1-carboxylic acid tert-butyl ester above, 2-((S)-3-{4-[(2-phenyl-5-trifluoromethyl-oxazole-4-carbonyl)-amino]-phenylamino}-pyrrolidine-1-carbonyl)-cyclopentanecarboxylic acid was prepared as a mixture of diastereomers. The diastereomeric mixture was purified by chiral supercritical fluid chromatography (the first eluting peak) to yield (1R,2R)-2-((S)-3-{... Procedure: The product was prepared from 2-fluoro-4-iodo-benzoic acid (EP-A-0327190) and N,O-dimethylhydroxylamine hydrochloride by a similar method to Preparation 30, as a yellow oil, b.p. 120-122° C. (0.5 mmHg), which was characterised by NMR. 1H-NMR (300OMHz, CDCl3): δ=3.44(s,3H), 3.53(s,3H), 7.14(t,1H), 7.51(d,1H), 7.56(dd,1H) ppm. Reactants: FC1=C(C(=O)O)C=CC(=C1)I (2-fluoro-4-iodo-benzoic acid), A-0327190, Cl.CNOC (N,O-dimethylhydroxylamine hydrochloride). The product is CN(OC)C(=O)C1=C(C=C(C=C1)I)F (N,O-Dimethyl-2-fluoro-4-iodobenzenehydroxamic acid). Reaction SMILES: [F:1][C:2]1[CH:10]=[C:9]([I:11])[CH:8]=[CH:7][C:3]=1[C:4](O)=[O:5].Cl.[CH3:13][NH:14][O:15][CH3:16]>>[CH3:13][N:14]([C:4]([C:3]1[CH:7]=[CH:8][C:9]([I:11])=[CH:10][C:2]=1[F:1])=[O:5])[O:15][CH3:16] |f:1.2|.